From a dataset of the Open Reaction Database (ORD), a public repository of structured organic reaction records. describe an organic reaction: reactants, conditions, products, and yield Reactants: CCCc1cc(C(F)(F)F)ccc1C=CC(=O)O, Cl, CC(N)c1ccc(NS(C)(=O)=O)c(F)c1. Yields the product CCCc1cc(C(F)(F)F)ccc1C=CCNC(C)c1ccc(NS(C)(=O)=O)c(F)c1. As a reaction SMILES: [CH2:17]([CH2:18][CH3:19])[c:20]1[c:21]([CH:30]=[CH:31][C:32]([OH:33])=[O:34])[cH:22][cH:23][c:24]([C:26]([F:27])([F:28])[F:29])[cH:25]1.[ClH:16].[NH2:1][CH:2]([CH3:3])[c:4]1[cH:5][c:6]([F:15])[c:7]([NH:10][S:11](=[O:12])(=[O:13])[CH3:14])[cH:8][cH:9]1>>[NH:1]([CH:2]([CH3:3])[c:4]1[cH:5][c:6]([F:15])[c:7]([NH:10][S:11](=[O:12])(=[O:13])[CH3:14])[cH:8][cH:9]1)[CH2:32][CH:31]=[CH:30][c:21]1[c:20]([CH2:17][CH2:18][CH3:19])[cH:25][c:24]([C:26]([F:27])([F:28])[F:29])[cH:23][cH:22]1. Starting materials: COC1=CC=C(C=O)C=C1 (4-methoxybenzaldehyde), CN1C(NCC1=O)=O (3-methyl hydantoin). Yields the product COC1=CC=C(C=C1)C=C1C(N(C(N1)=O)C)=O (5-[(4-Methoxyphenyl)methylene]-3-methyl-2,4-imidazolidinedione). Yield: 41.0%. As a reaction SMILES: [CH3:1][O:2][C:3]1[CH:10]=[CH:9][C:6]([CH:7]=O)=[CH:5][CH:4]=1.[CH3:11][N:12]1[C:16](=[O:17])[CH2:15][NH:14][C:13]1=[O:18]>>[CH3:1][O:2][C:3]1[CH:10]=[CH:9][C:6]([CH:7]=[C:15]2[NH:14][C:13](=[O:18])[N:12]([CH3:11])[C:16]2=[O:17])=[CH:5][CH:4]=1. Reported procedure: Prepared according to the procedure described in Example 93 using 4-methoxybenzaldehyde (3.4 g, 25 mmoles) and 3-methyl hydantoin (3.0 g, 21 mmoles). Recrystallization from acetonitrile gave the pure product (2.0 g), mp 221°-222° C. Reactants: C(CC=C)[Mg]Br (3-Butenylmagnesium bromide), FC(C=1C=C(C=C(C1)C(F)(F)F)[C@@H](C)O[C@H]1OCC[C@H]([C@@H]1C1=CC=CC=C1)C=O)(F)F ((2R,3R,4R)-2-{(1R)-1-[3,5-bis(trifluoromethyl)phenyl]ethoxy}tetrahydro-3-phenyl-2H-pyran-4-carboxaldehyde), C(C)(=O)OCC (ethyl acetate), [Cl-].[NH4+] (ammonium chloride). Run in O1CCCC1 (tetrahydrofuran). Run at temperature -78 celsius, time 3 hour. Product: C(CC=C)C(O)[C@H]1[C@@H]([C@H](OCC1)O[C@H](C)C1=CC(=CC(=C1)C(F)(F)F)C(F)(F)F)C1=CC=CC=C1 ((2R,3R,4R,αRS)-α-(3-Buten-1-yl)-2-{(1R)-1-[3,5-bis(trifluoromethyl)phenyl]ethoxy}tetrahydro-3-phenyl-2H-pyran-4-methanol). Isolated yield 79.9%. Reaction SMILES: [CH2:1]([Mg]Br)[CH2:2][CH:3]=[CH2:4].[F:7][C:8]([F:37])([F:36])[C:9]1[CH:10]=[C:11]([C@H:19]([O:21][C@@H:22]2[C@@H:27]([C:28]3[CH:33]=[CH:32][CH:31]=[CH:30][CH:29]=3)[C@H:26]([CH:34]=[O:35])[CH2:25][CH2:24][O:23]2)[CH3:20])[CH:12]=[C:13]([C:15]([F:18])([F:17])[F:16])[CH:14]=1.[Cl-].[NH4+].C(OCC)(=O)C>O1CCCC1>[CH2:1]([CH:34]([C@@H:26]1[CH2:25][CH2:24][O:23][C@H:22]([O:21][C@@H:19]([C:11]2[CH:10]=[C:9]([C:8]([F:36])([F:7])[F:37])[CH:14]=[C:13]([C:15]([F:16])([F:17])[F:18])[CH:12]=2)[CH3:20])[C@H:27]1[C:28]1[CH:29]=[CH:30][CH:31]=[CH:32][CH:33]=1)[OH:35])[CH2:2][CH:3]=[CH2:4] |f:2.3|. Reported procedure: 3-Butenylmagnesium bromide (0.5M in tetrahydrofuran, 75 mL, 37.5 mmol) was added slowly to a stirred, cooled −78° C. solution of (2R,3R,4R)-2-{(1R)-1-[3,5-bis(trifluoromethyl)phenyl]ethoxy}tetrahydro-3-phenyl-2H-pyran-4-carboxaldehyde (WO 00/56727A1; 11.1 g, 24.9 mmol) in tetrahydrofuran (125 mL). The mixture was stirred at −78° C. for 3 hours, then at room temperature for 1.5 hour. Saturated aqueous ammonium chloride (20 mL) was added slowly, followed by ethyl acetate (300 mL). The layers were ... Reactants: C(C)(=O)OC1=CC=C(C=C)C=C1 (4-acetoxystyrene), C[N+](C)(C)C.[OH-] (TMAH), C(C1=CC=CC=C1)Br (benzyl bromide). Conditions: time 15 minute. Product: C(C1=CC=CC=C1)OC1=CC=C(C=C)C=C1 (4-Benzyloxystyrene). The yield is 81.0%. Reaction SMILES: [C:1]([O:4][C:5]1[CH:12]=[CH:11][C:8]([CH:9]=[CH2:10])=[CH:7][CH:6]=1)(=O)[CH3:2].C[N+](C)(C)C.[OH-].C(Br)[C:20]1[CH:25]=[CH:24]C=[CH:22][CH:21]=1>>[CH2:1]([O:4][C:5]1[CH:12]=[CH:11][C:8]([CH:9]=[CH2:10])=[CH:7][CH:6]=1)[C:2]1[CH:24]=[CH:25][CH:20]=[CH:21][CH:22]=1 |f:1.2|. Procedure details: Approximately 10 gs (6.17×10-2 moles) of 4-acetoxystyrene was added to a 25 wt % solution of TMAH (51 mL). After 15 minutes of stirring a clear yellowish solution was obtained. About 10.6 gs (6.17×10-2 moles) of benzyl bromide was added to this solution with stirring. Slow formation of product crystals was observed. Reaction was complete as seen by thin layer chromatography after about 5 hours. The crystals were filtered-off, washed with distilled water, and sucked dry. In this way, 10.5 gs (81%... Starting materials: CN1N=C(C=2N=C(NC(C21)=O)CC2=CC=C(C=C2)NC(C)=O)CCC (N-{4-[(1-methyl-7-oxo-3-propyl-6,7-dihydro-1H-pyrazolo[4,3-d]pyrimidin-5-yl)methyl]phenyl}acetamide), [H-].[Al+3].[Li+].[H-].[H-].[H-] (lithium aluminium hydride), [OH-].[Na+] (sodium hydroxide). Run in O1CCCC1 (tetrahydrofuran). The product is C(C)NC1=CC=C(CC=2NC(C3=C(N2)C(=NN3C)CCC)=O)C=C1 (5-[4-(ethylamino)benzyl]-1-methyl-3-propyl-6,7-dihydro-1H-pyrazolo[4,3-d]pyrimidin-7-one). Reaction SMILES: [CH3:1][N:2]1[C:10]2[C:9](=[O:11])[NH:8][C:7]([CH2:12][C:13]3[CH:18]=[CH:17][C:16]([NH:19][C:20](=O)[CH3:21])=[CH:15][CH:14]=3)=[N:6][C:5]=2[C:4]([CH2:23][CH2:24][CH3:25])=[N:3]1.[H-].[Al+3].[Li+].[H-].[H-].[H-].[OH-].[Na+]>O1CCCC1>[CH2:20]([NH:19][C:16]1[CH:17]=[CH:18][C:13]([CH2:12][C:7]2[NH:8][C:9](=[O:11])[C:10]3[N:2]([CH3:1])[N:3]=[C:4]([CH2:23][CH2:24][CH3:25])[C:5]=3[N:6]=2)=[CH:14][CH:15]=1)[CH3:21] |f:1.2.3.4.5.6,7.8|. Procedure: N-{4-[(1-methyl-7-oxo-3-propyl-6,7-dihydro-1H-pyrazolo[4,3-d]pyrimidin-5-yl)methyl]phenyl}acetamide (2.37 g, 0.007 mol) was added to a mixture of lithium aluminium hydride (705 mg, 0.0186 mol) in tetrahydrofuran (250 ml), under a nitrogen atmosphere. After the effervescence had subsided, the reaction was refluxed for 2 hours. On cooling, the mixture was treated dropwise with aqueous sodium hydroxide solution (5M, 1.1 ml), and the resulting solid filtered and washed well with tetrahydrofuran (250... Starting materials: Cl.NO (hydroxylamine hydrochloride), [OH-].[K+] (potassium hydroxide), C(C)O (ethanol), C(C)O (ethanol), Cl (hydrochloric acid), CC1=C(COC=2C=C(C=CC2)C(CCC(=O)OCC)=O)C(=CC=C1)C (Ethyl 4-(3-(2,6-dimethylbenzyloxy)phenyl)-4-oxobutyrate), [OH-].[K+] (potassium hydroxide). Solvent: O (water). The product is CC1=C(COC=2C=C(C=CC2)C(CCCC(=O)NO)=O)C(=CC=C1)C (4-(3-(2,6-Dimethylbenzyloxy)phenyl)-4-oxobutanecarbohydroxamic acid). RXN SMILES: Cl.[NH2:2][OH:3].[OH-].[K+].[CH3:6][C:7]1[CH:29]=[CH:28][CH:27]=[C:26]([CH3:30])[C:8]=1[CH2:9][O:10][C:11]1[CH:12]=[C:13]([C:17](=[O:25])[CH2:18][CH2:19][C:20](OCC)=O)[CH:14]=[CH:15][CH:16]=1.Cl.[CH2:32]([OH:34])C>O>[CH3:30][C:26]1[CH:27]=[CH:28][CH:29]=[C:7]([CH3:6])[C:8]=1[CH2:9][O:10][C:11]1[CH:12]=[C:13]([C:17](=[O:25])[CH2:18][CH2:19][CH2:20][C:32]([NH:2][OH:3])=[O:34])[CH:14]=[CH:15][CH:16]=1 |f:0.1,2.3|. Procedure: To a hydroxylamine hydrochloride solution in dry ethanol, add a solution of potassium hydroxide in dry ethanol at 35° C. Cool the mix and add Ethyl 4-(3-(2,6-dimethylbenzyloxy)phenyl)-4-oxobutyrate (Step C), and powdered potassium hydroxide. After few hours, reaction mixture can be diluted with water and neutralize with hydrochloric acid, filter and recrystallize to give title compound. Reactants: FC1=NC(=NC(=C1)F)SC (4,6-di-fluoro-2-methylthiopyrimidine), O.NN (hydrazine monohydrate). The solvent is C(C)O (ethanol), C(C)O (ethanol). Yields the product FC1=NC(=NC(=C1)NN)SC (4-Fluoro-2-methylthio-6-hydrazinopyrimidine). Yield: 94.7%. As a reaction SMILES: [F:1][C:2]1[CH:7]=[C:6](F)[N:5]=[C:4]([S:9][CH3:10])[N:3]=1.O.[NH2:12][NH2:13]>C(O)C>[F:1][C:2]1[CH:7]=[C:6]([NH:12][NH2:13])[N:5]=[C:4]([S:9][CH3:10])[N:3]=1 |f:1.2|. Procedure: A solution of 15.8 g (0.097 mol) of 4,6-di-fluoro-2-methylthiopyrimidine in 50 ml of ethanol was added slowly with stirring to a solution of 11.6 ml (12.0 g, 0.214 mol) of hydrazine monohydrate in 100 ml of ethanol, keeping the temperature below 0° C. by external cooling. The mixture was allowed to react for an additional 30 min and the volatiles were then removed by evaporation under reduced pressure. The residue was diluted with ethyl acetate and the resulting solution extracted with water, dr... Starting materials: NC1=CC=C(C=C1)CC(=O)NCCN(C)C (2-(4-Aminophenyl)-N-[2-(dimethylamino)ethyl]acetamide), CCN=C=NCCCN(C)C (WSC), CN(C)C1=NC=CC=C1 (dimethylaminopyridine), C1=C(C=CC2=CC=CC=C12)C1=NOC(=N1)CCC(=O)O (3-[3-(2-naphthyl)-1,2,4-oxadiazol-5-yl]propionic acid). Procedure: 2-(4-Aminophenyl)-N-[2-(dimethylamino)ethyl]acetamide (221 mg), WSC (249 mg), 1-hydroxybenzotrizole (199 mg), triethylamine (0.4 ml), and dimethylaminopyridine (244 mg) were added to a DMF (5 ml) solution of 3-[3-(2-naphthyl)-1,2,4-oxadiazol-5-yl]propionic acid (268 mg), which was stirred for 5 hours. The reaction mixture was poured into water, and extraction was conducted using ethyl acetate. The organic layer was washed with water, saturated aqueous sodium bicarbonate solution, and saturated a... Reaction SMILES: [NH2:1][C:2]1[CH:7]=[CH:6][C:5]([CH2:8][C:9]([NH:11][CH2:12][CH2:13][N:14]([CH3:16])[CH3:15])=[O:10])=[CH:4][CH:3]=1.CCN=C=NCCCN(C)C.CN(C1C=CC=CN=1)C.[CH:37]1[C:46]2[C:41](=[CH:42][CH:43]=[CH:44][CH:45]=2)[CH:40]=[CH:39][C:38]=1[C:47]1[N:51]=[C:50]([CH2:52][CH2:53][C:54](O)=[O:55])[O:49][N:48]=1>C(OCC)(=O)C.O.CN(C=O)C.C(N(CC)CC)C>[CH3:16][N:14]([CH3:15])[CH2:13][CH2:12][NH:11][C:9](=[O:10])[CH2:8][C:5]1[CH:4]=[CH:3][C:2]([NH:1][C:54](=[O:55])[CH2:53][CH2:52][C:50]2[O:49][N:48]=[C:47]([C:38]3[CH:39]=[CH:40][C:41]4[C:46](=[CH:45][CH:44]=[CH:43][CH:42]=4)[CH:37]=3)[N:51]=2)=[CH:7][CH:6]=1. The product is CN(CCNC(CC1=CC=C(C=C1)NC(CCC1=NC(=NO1)C1=CC2=CC=CC=C2C=C1)=O)=O)C (N-[4-[2-[[2-(Dimethylamino)ethyl]amino]-2-oxoethyl]phenyl]-3-[3-(2-naphthyl)-1,2,4-oxadiazol-5-yl]propanamide). Yield: 35.3%. Conditions: time 5 hour. The solvent is CN(C)C=O (DMF), C(C)N(CC)CC (triethylamine), C(C)(=O)OCC (ethyl acetate), O (water). Reactants: Cc1ccnnc1, O=Cc1ccccc1, [Cl-], [Cl-], [Zn+2]. The product is C(=Cc1ccnnc1)c1ccccc1. Reaction SMILES: [CH3:9][c:10]1[cH:11][n:12][n:13][cH:14][cH:15]1.[CH:1](=[O:2])[c:3]1[cH:4][cH:5][cH:6][cH:7][cH:8]1.[Cl-:16].[Cl-:18].[Zn+2:17]>>[CH:1]([c:3]1[cH:4][cH:5][cH:6][cH:7][cH:8]1)=[CH:9][c:10]1[cH:11][n:12][n:13][cH:14][cH:15]1. Conditions: temperature 90 celsius. Yields the product FC1=CC=C(CNC(=O)C=2N=CN(C(C2O)=O)C)C=C1 (N-(4-fluorobenzyl)-5-hydroxy-1-methyl-6-oxo-1,6-dihydropyrimidine-4-carboxamide). Run in CN(C)C=O (DMF). Procedure details: 4-Fluorobenzylamine (3 eq.) was added to a solution of the crude product of Step 4 in DMF and the reaction mixture was heated to 90° C. for one hour. The title compound was obtained by RP-HPLC (C18, eluting with water and acetonitrile containing 0.1% TFA). Starting materials: FC1=CC=C(CN)C=C1 (4-Fluorobenzylamine), CC(C(=O)OC1=C(N=CN(C1=O)C)C(=O)OC)(C)C (Methyl 5-[(2,2-dimethylpropanoyl)oxy]-1-methyl-6-oxo-1,6-dihydropyrimidine-4-carboxylate), O (water), C(C)#N (acetonitrile). RXN SMILES: [F:1][C:2]1[CH:9]=[CH:8][C:5]([CH2:6][NH2:7])=[CH:4][CH:3]=1.CC(C)(C)C([O:14][C:15]1[C:20](=[O:21])[N:19]([CH3:22])[CH:18]=[N:17][C:16]=1[C:23](OC)=[O:24])=O.O.C(#N)C>CN(C=O)C>[F:1][C:2]1[CH:9]=[CH:8][C:5]([CH2:6][NH:7][C:23]([C:16]2[N:17]=[CH:18][N:19]([CH3:22])[C:20](=[O:21])[C:15]=2[OH:14])=[O:24])=[CH:4][CH:3]=1.